From a dataset of the Open Reaction Database (ORD), a public repository of structured organic reaction records. describe an organic reaction: reactants, conditions, products, and yield Starting materials: N1C(=NC=C1)C=O (1H-imidazole-2-carbaldehyde), Example 1, C1(=CC=CC=C1)S(=O)(=O)N1C=C2CNCC=3C=CC=C1C23 (1-(phenylsulfonyl)-1,3,4,5-tetrahydropyrrolo[4,3,2-de]isoquinoline), CC(=O)O (AcOH), Na(OAc)3BH3, C(=O)(C(F)(F)F)O (TFA). Solvent: CC#N (MeCN), C1CCOC1 (THF). The product is FC(C(=O)O)(F)F.FC(C(=O)O)(F)F.N1C(=NC=C1)CN1CC=2C=CC=C3C2C(C1)=CN3S(=O)(=O)C3=CC=CC=C3 (4-(1H-Imidazol-2-ylmethyl)-1-(phenylsulfonyl)-1,3,4,5-tetrahydropyrrolo[4,3,2-de]isoquinoline bis(trifluoroacetate)). Reaction SMILES: [NH:1]1[CH:5]=[CH:4][N:3]=[C:2]1[CH:6]=O.CC(O)=O.[C:12]1([S:18]([N:21]2[C:31]3[C:32]4[C:23]([CH2:24][NH:25][CH2:26][C:27]=4[CH:28]=[CH:29][CH:30]=3)=[CH:22]2)(=[O:20])=[O:19])[CH:17]=[CH:16][CH:15]=[CH:14][CH:13]=1.[C:33]([OH:39])([C:35]([F:38])([F:37])[F:36])=[O:34]>C1COCC1.CC#N>[F:36][C:35]([F:38])([F:37])[C:33]([OH:39])=[O:34].[F:36][C:35]([F:38])([F:37])[C:33]([OH:39])=[O:34].[NH:1]1[CH:5]=[CH:4][N:3]=[C:2]1[CH2:6][N:25]1[CH2:24][C:23]2=[CH:22][N:21]([S:18]([C:12]3[CH:13]=[CH:14][CH:15]=[CH:16][CH:17]=3)(=[O:19])=[O:20])[C:31]3[C:32]2=[C:27]([CH:28]=[CH:29][CH:30]=3)[CH2:26]1 |f:6.7.8|. Reported procedure: The experimental for Example 2 was followed using 1H-imidazole-2-carbaldehyde (16 mg, 0.18 mmol), AcOH (46 μL, 0.81 mmol), Na(OAc)3BH3 (51 mg, 0.24 mmol) and 1-(phenylsulfonyl)-1,3,4,5-tetrahydropyrrolo[4,3,2-de]isoquinoline, Example 1 (27 mg, 0.08 mmol) in dry THF (4 mL). Preparative HPLC (YMC column 150×30 mm, 32-62% MeCN, 0.1% TFA). This gave 1.7 mg of the title compound, as a brown gum. MS m/z 379 [M+H]+. Reactants: C1(=CC=CC=C1)P(C1=CC=CC=C1)C1=CC=CC=C1 (Triphenylphosphine), OC1=NOC(=C1)C1=CC=CC=C1 (3-hydroxy-5-phenylisoxazole), BrCCO (2-bromoethanol), C(C)OC(=O)[N+](=[N-])C(=O)OCC (Diethyldiazodicarboxylate). The solvent is C1(=CC=CC=C1)C (toluene). Run at temperature 5 celsius, time 10 minute. The product is BrCCOC1=NOC(=C1)C1=CC=CC=C1 (3-(2-Bromoethoxy)-5-phenylisoxazole). Isolated yield 90.9%. Reaction SMILES: C1(P(C2C=CC=CC=2)C2C=CC=CC=2)C=CC=CC=1.C(OC([N+](C(OCC)=O)=[N-])=O)C.[OH:32][C:33]1[CH:37]=[C:36]([C:38]2[CH:43]=[CH:42][CH:41]=[CH:40][CH:39]=2)[O:35][N:34]=1.[Br:44][CH2:45][CH2:46]O>C1(C)C=CC=CC=1>[Br:44][CH2:45][CH2:46][O:32][C:33]1[CH:37]=[C:36]([C:38]2[CH:43]=[CH:42][CH:41]=[CH:40][CH:39]=2)[O:35][N:34]=1. Procedure: Triphenylphosphine (15.7 g) was dissolved in toluene (200 ml), and the solution was cooled to 5° C. Diethyldiazodicarboxylate (10.4 g) was added to the solution, and the resulting mixture was stirred at the same temperature for 10 minutes. Then, 3-hydroxy-5-phenylisoxazole (8.0 g) and 2-bromoethanol (7.5 g) were added in this order to the reaction mixture, followed by stirring of the resulting mixture at room temperature for 10 minutes and further at room temperature for 2 hours. Insolubles were... Reactants: C(C)(=O)C1=CC(=C(OCCCCC#N)C=C1O)CC=C (5-[4-acetyl-5-hydroxy-2-allylphenoxy]pentanenitrile), ClC1=CC(=CC=C1)C(=O)OO (meta-chloroperbenzoic acid). Procedure: To a solution of 5.46 g of 5-[4-acetyl-5-hydroxy-2-allylphenoxy]pentanenitrile in 100 ml of methylene chloride were added 6.1 g of 85% meta-chloroperbenzoic acid. After stirring for 5 hours, the reaction mixture was concentrated in vacuo. The residue was partitioned between ethyl acetate and a cold sodium bicarbonate solution. The organic layer was separated, dried over sodium sulfate, and concentrated in vacuo to approximately 35 ml. The solution was placed in a freezer overnight providing 4.08... As a reaction SMILES: [C:1]([C:4]1[C:16]([OH:17])=[CH:15][C:7]([O:8][CH2:9][CH2:10][CH2:11][CH2:12][C:13]#[N:14])=[C:6]([CH2:18][CH:19]=[CH2:20])[CH:5]=1)(=[O:3])[CH3:2].ClC1C=CC=C(C(OO)=[O:29])C=1>C(Cl)Cl>[C:1]([C:4]1[C:16]([OH:17])=[CH:15][C:7]([O:8][CH2:9][CH2:10][CH2:11][CH2:12][C:13]#[N:14])=[C:6]([CH2:18][CH:19]([OH:29])[CH3:20])[CH:5]=1)(=[O:3])[CH3:2]. Solvent: C(Cl)Cl (methylene chloride). Yield: 70.1%. Run at time 5 hour. The product is C(C)(=O)C1=CC(=C(OCCCCC#N)C=C1O)CC(C)O (5-[4-Acetyl-5-hydroxy-2-(2-hydroxypropyl)-phenoxy]pentanenitrile). Starting materials: BrCC(=O)OC (methyl bromoacetate), O (Water), NC1=NC(=C(C(=C1C#N)C1=CC=C(C=C1)OCCO[Si](C)(C)C(C)(C)C)C#N)SCC=1N=C(SC1)C1=CC=C(C=C1)Cl (2-Amino-4-[4-(2-{[tert-butyl(dimethyl)silyl]oxy}ethoxy)phenyl]-6-({[2-(4-chlorophenyl)-1,3-thiazol-4-yl]methyl}thio)pyridine-3,5-dicarbonitrile), [H-].[Na+] (sodium hydride). Solvent: CN(C)C=O (DMF), CN(C)C=O (DMF). Reaction conditions: time 30 minute. Yields the product NC1=C(N(C2=NC(=C(C(=C21)C2=CC=C(C=C2)OCCO[Si](C)(C)C(C)(C)C)C#N)SCC=2N=C(SC2)C2=CC=C(C=C2)Cl)CC(=O)OC)C(=O)OC (Methyl 3-amino-4-[4-(2-{[tert-butyl(dimethyl)silyl]oxy}ethoxy)phenyl]-6-({[2-(4-chlorophenyl)-1,3-thiazol-4-yl]methyl}thio)-5-cyano-1-(2-methoxy-2-oxoethyl)-1H-pyrrolo[2,3-b]pyridine-2-carboxylate). As a reaction SMILES: [NH2:1][C:2]1[C:7]([C:8]#[N:9])=[C:6]([C:10]2[CH:15]=[CH:14][C:13]([O:16][CH2:17][CH2:18][O:19][Si:20]([C:23]([CH3:26])([CH3:25])[CH3:24])([CH3:22])[CH3:21])=[CH:12][CH:11]=2)[C:5]([C:27]#[N:28])=[C:4]([S:29][CH2:30][C:31]2[N:32]=[C:33]([C:36]3[CH:41]=[CH:40][C:39]([Cl:42])=[CH:38][CH:37]=3)[S:34][CH:35]=2)[N:3]=1.[H-].[Na+].Br[CH2:46][C:47]([O:49][CH3:50])=[O:48].[OH2:51]>CN(C=O)C>[NH2:9][C:8]1[C:7]2[C:2](=[N:3][C:4]([S:29][CH2:30][C:31]3[N:32]=[C:33]([C:36]4[CH:37]=[CH:38][C:39]([Cl:42])=[CH:40][CH:41]=4)[S:34][CH:35]=3)=[C:5]([C:27]#[N:28])[C:6]=2[C:10]2[CH:15]=[CH:14][C:13]([O:16][CH2:17][CH2:18][O:19][Si:20]([C:23]([CH3:26])([CH3:24])[CH3:25])([CH3:22])[CH3:21])=[CH:12][CH:11]=2)[N:1]([CH2:46][C:47]([O:49][CH3:50])=[O:48])[C:12]=1[C:13]([O:16][CH3:17])=[O:51] |f:1.2|. Reported procedure: Under argon, 230 mg (0.363 mmol) of the compound from Example 32A were initially charged in 4 ml of DMF, 17 mg (60% pure, 0.435 mmol) of sodium hydride were added a little at a time and the mixture was then stirred at RT for 30 min. A solution of 41 μl (0.435 mmol) of methyl bromoacetate in 1 ml of DMF was then added dropwise, and the resulting solution was stirred at RT overnight. Water was added, and the reaction mixture was extracted three times with ethyl acetate. The combined organic phases... Starting materials: Cc1ccc(Nc2ncc(-c3ccc(OC(F)(F)F)cc3)cn2)cc1[N+](=O)[O-], Cl, [Na+], [OH-]. Yields the product Cc1ccc(Nc2ncc(-c3ccc(OC(F)(F)F)cc3)cn2)cc1N. RXN SMILES: [CH3:1][c:2]1[c:3]([N+:26]([O-:27])=[O:28])[cH:4][c:5]([NH:8][c:9]2[n:10][cH:11][c:12](-[c:15]3[cH:16][cH:17][c:18]([O:21][C:22]([F:23])([F:24])[F:25])[cH:19][cH:20]3)[cH:13][n:14]2)[cH:6][cH:7]1.[ClH:31].[Na+:30].[OH-:29]>>[CH3:1][c:2]1[c:3]([NH2:26])[cH:4][c:5]([NH:8][c:9]2[n:10][cH:11][c:12](-[c:15]3[cH:16][cH:17][c:18]([O:21][C:22]([F:23])([F:24])[F:25])[cH:19][cH:20]3)[cH:13][n:14]2)[cH:6][cH:7]1. The reactants are BrCC#N (2-Bromoacetonitrile), C(C)N(C(C)C)C(C)C (N-ethyl-N-isopropylpropan-2-amine), C(C)(C)(C)OC(=O)N[C@H](C(=O)O)CSSC(C)(C)C ((R)-2-((tert-butoxycarbonyl)amino)-3-(tert-butyldisulfanyl)propanoic acid), C(C)(C)(C)OC(=O)N[C@H](C(=O)O)CSSC(C)(C)C ((R)-2-((tert-butoxycarbonyl)amino)-3-(tert-butyldisulfanyl)propanoic acid), [Cl-].[NH4+] (ammonium chloride). The solvent is CN(C)C=O (DMF). Run at time 10 minute. Yields the product C(C)(C)(C)OC(=O)N[C@H](C(=O)OCC#N)CSSC(C)(C)C ((R)-cyanomethyl 2-((tert-butoxycarbonyl)amino)-3-(tert-butyldisulfanyl)propanoate). Isolated yield 95.0%. RXN SMILES: Br[CH2:2][C:3]#[N:4].C(N(C(C)C)C(C)C)C.[C:14]([O:18][C:19]([NH:21][C@@H:22]([CH2:26][S:27][S:28][C:29]([CH3:32])([CH3:31])[CH3:30])[C:23]([OH:25])=[O:24])=[O:20])([CH3:17])([CH3:16])[CH3:15].[Cl-].[NH4+]>CN(C=O)C>[C:14]([O:18][C:19]([NH:21][C@@H:22]([CH2:26][S:27][S:28][C:29]([CH3:32])([CH3:31])[CH3:30])[C:23]([O:25][CH2:2][C:3]#[N:4])=[O:24])=[O:20])([CH3:17])([CH3:16])[CH3:15] |f:3.4|. Procedure details: 2-Bromoacetonitrile (0.473 ml, 6.78 mmol) and N-ethyl-N-isopropylpropan-2-amine (0.444 ml, 2.49 mmol) were added to a solution of (R)-2-((tert-butoxycarbonyl)amino)-3-(tert-butyldisulfanyl)propanoic acid (Compound 2k-A) (700 mg, 2.26 mmol) in DMF (5 ml), and the mixture was stirred at room temperature for 10 minutes. A saturated aqueous ammonium chloride solution (1 ml) was added to the reaction mixture, after which the mixture was extracted with ethyl acetate and the organic layer was washed wi... Starting materials: ClC1=CC(=C(N[C@@H]2C[C@@H]([C@@H]([C@@H]2O)O)CO)C=C1Cl)[N+](=O)[O-] ((1R,2S,3R,5R)-5-(4,5-Dichloro-2-nitroanilino)-3-(hydroxymethyl)-1,2-cyclopentanediol), C(C)(=O)OC(C)=O (acetic anhydride). Solvent: N1=CC=CC=C1 (pyridine). The product is C(C)(=O)O[C@H]1[C@H]([C@H](C[C@H]1NC1=C(C=C(C(=C1)Cl)Cl)[N+](=O)[O-])COC(C)=O)OC(C)=O ((1R,2S,3R,5R)-3-(acetoxymethyl)-5-(4,5-dichloro-2-nitroanilino)-1,2-cyclopentanediyl diacetate). The yield is 89.0%. RXN SMILES: [Cl:1][C:2]1[C:17]([Cl:18])=[CH:16][C:5]([NH:6][C@H:7]2[C@@H:11]([OH:12])[C@@H:10]([OH:13])[C@@H:9]([CH2:14][OH:15])[CH2:8]2)=[C:4]([N+:19]([O-:21])=[O:20])[CH:3]=1.C(O[C:26](=[O:28])[CH3:27])(=O)C>N1C=CC=CC=1>[C:11]([O:12][C@@H:11]1[C@H:7]([NH:6][C:5]2[CH:16]=[C:17]([Cl:18])[C:2]([Cl:1])=[CH:3][C:4]=2[N+:19]([O-:21])=[O:20])[CH2:8][C@H:9]([CH2:14][O:15][C:14](=[O:15])[CH3:9])[C@@H:10]1[O:13][C:26](=[O:28])[CH3:27])(=[O:12])[CH3:10]. Procedure details: (1R,2S,3R,5R)-5-(4,5-Dichloro-2-nitroanilino)-3-(hydroxymethyl)-1,2-cyclopentanediol (1.30 g, 3.86 mmol) was stirred in pyridine (10 mL)-acetic anhydride (2.2 mL) at ambient temperature for 2 days. Volatiles were evaporated in vacuo and the residue partitioned between chloroform and saturated aqueous sodium bicarbonate. The chloroform layer was dried (sodium sulfate) and concentrated to an oil which was chromatographed on silica gel. Elution with 2% methanol-chloroform gave (1R,2S,3R,5R)-3-(acet... Starting materials: BrC=1C=C(C=CC1)N1N=C(C(=C1C)C(=O)N1CC(CC1)N(CC)CC)C ([1-(3-bromo-phenyl)-3,5-dimethyl-1H-pyrazol-4-yl]-(3-diethylamino-pyrrolidin-1-yl)-methanone), ClC1=CC=C(C=C1)/C=C/B(O)O (trans-2-(4-chlorophenyl)vinylboronic acid). Product: ClC1=CC=C(C=C1)/C=C/C=1C=C(C=CC1)N1N=C(C(=C1C)C(=O)N1CC(CC1)N(CC)CC)C ((1-{3-[(E)-2-(4-Chloro-phenyl)-vinyl]-phenyl}-3,5-dimethyl-1H-pyrazol-4-yl)-(3-diethylamino-pyrrolidin-1-yl)-methanone). Yield: 67.0%. As a reaction SMILES: Br[C:2]1[CH:3]=[C:4]([N:8]2[C:12]([CH3:13])=[C:11]([C:14]([N:16]3[CH2:20][CH2:19][CH:18]([N:21]([CH2:24][CH3:25])[CH2:22][CH3:23])[CH2:17]3)=[O:15])[C:10]([CH3:26])=[N:9]2)[CH:5]=[CH:6][CH:7]=1.[Cl:27][C:28]1[CH:33]=[CH:32][C:31](/[CH:34]=[CH:35]/B(O)O)=[CH:30][CH:29]=1>>[Cl:27][C:28]1[CH:33]=[CH:32][C:31](/[CH:34]=[CH:35]/[C:2]2[CH:3]=[C:4]([N:8]3[C:12]([CH3:13])=[C:11]([C:14]([N:16]4[CH2:20][CH2:19][CH:18]([N:21]([CH2:24][CH3:25])[CH2:22][CH3:23])[CH2:17]4)=[O:15])[C:10]([CH3:26])=[N:9]3)[CH:5]=[CH:6][CH:7]=2)=[CH:30][CH:29]=1. Reported procedure: In analogy to the procedure described in Example 14C], [1-(3-bromo-phenyl)-3,5-dimethyl-1H-pyrazol-4-yl]-(3-diethylamino-pyrrolidin-1-yl)-methanone (Example 28A]) and trans-2-(4-chlorophenyl)vinylboronic acid gave the title compound in 67% yield as light brown foam. MS: 477.3 (MH+, 1 Cl).